From a dataset of the Open Reaction Database (ORD), a public repository of structured organic reaction records. describe an organic reaction: reactants, conditions, products, and yield The reactants are B, CO, CC(=O)O, Nc1ccc2[nH]ncc2c1, [Na+], O=C1CCCCC1, O=C([O-])O, c1ccncc1. The product is c1cc2[nH]ncc2cc1NC1CCCCC1. RXN SMILES: [BH3:24].[CH3:30][OH:31].[CH3:32][C:33](=[O:34])[OH:35].[NH2:8][c:9]1[cH:10][c:11]2[cH:12][n:13][nH:14][c:15]2[cH:16][cH:17]1.[Na+:25].[O:1]=[C:2]1[CH2:3][CH2:4][CH2:5][CH2:6][CH2:7]1.[OH:26][C:27](=[O:28])[O-:29].[n:18]1[cH:19][cH:20][cH:21][cH:22][cH:23]1>>[CH:2]1([NH:8][c:9]2[cH:10][c:11]3[cH:12][n:13][nH:14][c:15]3[cH:16][cH:17]2)[CH2:3][CH2:4][CH2:5][CH2:6][CH2:7]1.